From a dataset of the Open Reaction Database (ORD), a public repository of structured organic reaction records. describe an organic reaction: reactants, conditions, products, and yield Reactants: CCC(C)(C)Cc1cn(C(c2ccccc2)(c2ccccc2)c2ccccc2)c(CC(F)c2ccc(-c3ccccn3)cc2)n1, CO, Cl. The product is CCC(C)(C)Cc1c[nH]c(CC(F)c2ccc(-c3ccccn3)cc2)n1. RXN SMILES: [CH3:2][C:3]([CH2:4][c:5]1[n:6][c:7]([CH2:29][CH:30]([F:31])[c:32]2[cH:33][cH:34][c:35](-[c:38]3[n:39][cH:40][cH:41][cH:42][cH:43]3)[cH:36][cH:37]2)[n:8]([C:10]([c:11]2[cH:12][cH:13][cH:14][cH:15][cH:16]2)([c:17]2[cH:18][cH:19][cH:20][cH:21][cH:22]2)[c:23]2[cH:24][cH:25][cH:26][cH:27][cH:28]2)[cH:9]1)([CH2:44][CH3:45])[CH3:46].[CH3:47][OH:48].[ClH:1]>>[CH3:2][C:3]([CH2:4][c:5]1[n:6][c:7]([CH2:29][CH:30]([F:31])[c:32]2[cH:33][cH:34][c:35](-[c:38]3[n:39][cH:40][cH:41][cH:42][cH:43]3)[cH:36][cH:37]2)[nH:8][cH:9]1)([CH2:44][CH3:45])[CH3:46]. The reactants are FB(F)F, CC(=O)OCC1OC(OC(C)=O)C(OC(C)=O)C(OC(C)=O)C1OC(C)=O, CCOCC, Cc1ccccc1, ClCCl, CCOC(=O)C=Cc1ccc(Cc2ccccc2O)cc1. Yields the product CCOC(=O)C=Cc1ccc(Cc2ccccc2OC2OC(COC(C)=O)C(OC(C)=O)C(OC(C)=O)C2OC(C)=O)cc1. As a reaction SMILES: [B:54]([F:55])([F:56])[F:57].[C:22]([O:23][CH:26]1[CH:27]([O:28][C:29]([CH3:30])=[O:31])[CH:32]([O:33][C:34]([CH3:35])=[O:36])[CH:37]([O:38][C:39]([CH3:40])=[O:41])[CH:42]([CH2:44][O:45][C:46]([CH3:47])=[O:48])[O:43]1)(=[O:24])[CH3:25].[CH2:49]([O:50][CH2:51][CH3:52])[CH3:53].[CH3:61][c:62]1[cH:63][cH:64][cH:65][cH:66][cH:67]1.[Cl:58][CH2:59][Cl:60].[OH:1][c:2]1[c:3]([CH2:4][c:5]2[cH:6][cH:7][c:8]([CH:11]=[CH:12][C:13](=[O:14])[O:15][CH2:16][CH3:17])[cH:9][cH:10]2)[cH:18][cH:19][cH:20][cH:21]1>>[O:1]([c:2]1[c:3]([CH2:4][c:5]2[cH:6][cH:7][c:8]([CH:11]=[CH:12][C:13](=[O:14])[O:15][CH2:16][CH3:17])[cH:9][cH:10]2)[cH:18][cH:19][cH:20][cH:21]1)[CH:26]1[CH:27]([O:28][C:29]([CH3:30])=[O:31])[CH:32]([O:33][C:34]([CH3:35])=[O:36])[CH:37]([O:38][C:39]([CH3:40])=[O:41])[CH:42]([CH2:44][O:45][C:46]([CH3:47])=[O:48])[O:43]1. Reactants: COc1ccc2c(Cl)nc(Nc3cc(C)[nH]n3)cc2c1, Nc1ccccn1. Product: COc1ccc2c(Nc3ccccn3)nc(Nc3cc(C)[nH]n3)cc2c1. As a reaction SMILES: [Cl:1][c:2]1[n:3][c:4]([NH:14][c:15]2[n:16][nH:17][c:18]([CH3:20])[cH:19]2)[cH:5][c:6]2[cH:7][c:8]([O:12][CH3:13])[cH:9][cH:10][c:11]12.[n:21]1[c:22]([NH2:27])[cH:23][cH:24][cH:25][cH:26]1>>[c:2]1([NH:27][c:22]2[n:21][cH:26][cH:25][cH:24][cH:23]2)[n:3][c:4]([NH:14][c:15]2[n:16][nH:17][c:18]([CH3:20])[cH:19]2)[cH:5][c:6]2[cH:7][c:8]([O:12][CH3:13])[cH:9][cH:10][c:11]12. Reactants: BrCC1=CC=C(C(=O)O)C=C1 (4-Bromomethyl-benzoic acid), CN (methylamine). Yields the product CNCC1=CC=C(C(=O)O)C=C1 (4-Methylaminomethyl-benzoic Acid). As a reaction SMILES: Br[CH2:2][C:3]1[CH:11]=[CH:10][C:6]([C:7]([OH:9])=[O:8])=[CH:5][CH:4]=1.[CH3:12][NH2:13]>>[CH3:12][NH:13][CH2:2][C:3]1[CH:11]=[CH:10][C:6]([C:7]([OH:9])=[O:8])=[CH:5][CH:4]=1. Procedure: 4-Bromomethyl-benzoic acid (5 g, 22.8 mmol) is treated with a methylamine solution (40%, 75 mL, 867 mmol) for 4 days at ambient temperature. The resulting mixture is evaporated and the residue purified by flash chromatography. Reactants: [BH3-]C#N.[Na+] (NaBH3CN), ClC=1C=C(C=CC1)C1=CC(N(C2=CC=C(C=C12)C(C1=CC=C(C=O)C=C1)(C1=CN=CN1C)O)C)=O ((±)-4-[[4-(3-chlorophenyl)-1,2-dihydro-1-methyl-2-oxo-6-quinolinyl]hydroxy(1-methyl-1H-imidazol-5-yl)methyl]benzaldehyde), COCCN (2-methoxy-ethanamine), C(C)(=O)O (acetic acid). Run in CCOC(=O)C (EtOAc), O (water), C(C)#N (acetonitrile). Reaction conditions: time 2 hour. Product: ClC=1C=C(C=CC1)C1=CC(N(C2=CC=C(C=C12)C(C1=CN=CN1C)(C1=CC=C(C=C1)CNCCOC)O)C)=O ((±)-4-(3-chlorophenyl)-6-[hydroxy[4[[(2-methoxyethyl)amino]methyl]phenyl](1-methyl-1H-imidazol-5-yl)methyl]-1-methyl-2(1H)quinolinone). Isolated yield 7.1%. RXN SMILES: [Cl:1][C:2]1[CH:3]=[C:4]([C:8]2[C:17]3[C:12](=[CH:13][CH:14]=[C:15]([C:18]([OH:33])([C:27]4[N:31]([CH3:32])[CH:30]=[N:29][CH:28]=4)[C:19]4[CH:26]=[CH:25][C:22]([CH:23]=O)=[CH:21][CH:20]=4)[CH:16]=3)[N:11]([CH3:34])[C:10](=[O:35])[CH:9]=2)[CH:5]=[CH:6][CH:7]=1.[CH3:36][O:37][CH2:38][CH2:39][NH2:40].C(O)(=O)C.[BH3-]C#N.[Na+]>C(#N)C.CCOC(C)=O.O>[Cl:1][C:2]1[CH:3]=[C:4]([C:8]2[C:17]3[C:12](=[CH:13][CH:14]=[C:15]([C:18]([OH:33])([C:19]4[CH:20]=[CH:21][C:22]([CH2:23][NH:40][CH2:39][CH2:38][O:37][CH3:36])=[CH:25][CH:26]=4)[C:27]4[N:31]([CH3:32])[CH:30]=[N:29][CH:28]=4)[CH:16]=3)[N:11]([CH3:34])[C:10](=[O:35])[CH:9]=2)[CH:5]=[CH:6][CH:7]=1 |f:3.4|. Reported procedure: A mixture of (±)-4-[[4-(3-chlorophenyl)-1,2-dihydro-1-methyl-2-oxo-6-quinolinyl]hydroxy(1-methyl-1H-imidazol-5-yl)methyl]benzaldehyde (described in Example B6) (0.000207 mol), 2-methoxy-ethanamine (0.000517 mol) and acetic acid (0.0000207 mol) in acetonitrile (2 ml) was stirred at room temperature for 2 hours. NaBH3CN (0.000517 mol) was added and the resulting mixture was stirred at room temperature overnight. After addition of water and extraction with EtOAc, the solvent was evaporated. The res... Starting materials: ClCCl (dichloromethane), NC1=C2C(=NC=N1)N(N=C2I)C(C)C=2OC1=CC=CC=C1C(C2C2=CC=CC=C2)=O (2-(1-(4-amino-3-iodo-1H-pyrazolo[3,4-d]pyrimidin-1-yl)ethyl)-3-phenyl-4H-chromen-4-one), N1N=CC2=CC=C(C=C12)B1OC(C)(C)C(C)(C)O1 (6-Indazoleboronic acid pinacol ester), C([O-])([O-])=O.[Na+].[Na+] (sodium carbonate), Tetrakis triphenylphosphine Palladium. Run in CN(C)C=O (DMF), C(C)O (ethanol), O (water). Conditions: temperature 80 celsius, time 12 hour. Yields the product NC1=C2C(=NC=N1)N(N=C2C2=CC=C1C=NNC1=C2)C(C)C=2OC1=CC=CC=C1C(C2C2=CC=CC=C2)=O (2-(1-(4-amino-3-(1H-indazol-6-yl)-1H-pyrazolo[3,4-d]pyrimidin-1-yl)ethyl)-3-phenyl-4H-chromen-4-one). The yield is 10.2%. Reaction SMILES: [NH2:1][C:2]1[N:7]=[CH:6][N:5]=[C:4]2[N:8]([CH:12]([C:14]3[O:15][C:16]4[C:21]([C:22](=[O:30])[C:23]=3[C:24]3[CH:29]=[CH:28][CH:27]=[CH:26][CH:25]=3)=[CH:20][CH:19]=[CH:18][CH:17]=4)[CH3:13])[N:9]=[C:10](I)[C:3]=12.[NH:31]1[C:39]2[C:34](=[CH:35][CH:36]=[C:37](B3OC(C)(C)C(C)(C)O3)[CH:38]=2)[CH:33]=[N:32]1.C(=O)([O-])[O-].[Na+].[Na+].ClCCl>CN(C=O)C.C(O)C.O>[NH2:1][C:2]1[N:7]=[CH:6][N:5]=[C:4]2[N:8]([CH:12]([C:14]3[O:15][C:16]4[C:21]([C:22](=[O:30])[C:23]=3[C:24]3[CH:29]=[CH:28][CH:27]=[CH:26][CH:25]=3)=[CH:20][CH:19]=[CH:18][CH:17]=4)[CH3:13])[N:9]=[C:10]([C:37]3[CH:38]=[C:39]4[C:34]([CH:33]=[N:32][NH:31]4)=[CH:35][CH:36]=3)[C:3]=12 |f:2.3.4|. Procedure: To a solution of Example 57b (0.500 g, 0.98 mmoles) in DMF (10 ml), ethanol (4 ml) and water (4 ml), 6-Indazoleboronic acid pinacol ester (0.478 g, 1.96 mmoles) and sodium carbonate (0.519 g, 4.90 mmoles) were added and the system is degassed for 30 min. Tetrakis triphenylphosphine Palladium (0.214 g, 0.185 mmoles) was added under nitrogen atmosphere and heated to 80° C. After 12 h, the reaction mixture was celite filtered, concentrated and extracted with ethyl acetate. The organic layer was dri... The reactants are COc1ccc(C(O)(c2ccc(OC)cc2)C(c2ccc(C#N)cc2)n2ccnc2)cc1, O=S(Cl)Cl. The product is COc1ccc(C(=C(c2ccc(C#N)cc2)n2ccnc2)c2ccc(OC)cc2)cc1. RXN SMILES: [CH3:1][O:2][c:3]1[cH:4][cH:5][c:6]([C:9]([CH:10]([c:11]2[cH:12][cH:13][c:14]([C:17]#[N:18])[cH:15][cH:16]2)[n:19]2[cH:20][n:21][cH:22][cH:23]2)([OH:24])[c:25]2[cH:26][cH:27][c:28]([O:31][CH3:32])[cH:29][cH:30]2)[cH:7][cH:8]1.[S:33]([Cl:34])([Cl:35])=[O:36]>>[CH3:1][O:2][c:3]1[cH:4][cH:5][c:6]([C:9](=[C:10]([c:11]2[cH:12][cH:13][c:14]([C:17]#[N:18])[cH:15][cH:16]2)[n:19]2[cH:20][n:21][cH:22][cH:23]2)[c:25]2[cH:26][cH:27][c:28]([O:31][CH3:32])[cH:29][cH:30]2)[cH:7][cH:8]1. The yield is 63.4%. Starting materials: NCCCCO (4-amino-1-butanol), Cl.ClC1=[N+](C=CC=C1)[O-] (2-chloropyridine-N-oxide hydrochloride), C(=O)(O)[O-].[Na+] (NaHCO3), C(C)(C)(CC)O (tert-amyl alcohol). As a reaction SMILES: [NH2:1][CH2:2][CH2:3][CH2:4][CH2:5]O.Cl.Cl[C:9]1[CH:14]=[CH:13][CH:12]=[CH:11][N+:10]=1[O-:15].C([O-])(O)=[O:17].[Na+].C(O)(CC)(C)C>>[OH:17][CH:4]([CH3:5])[CH2:3][CH2:2][NH:1][C:9]1[CH:14]=[CH:13][CH:12]=[CH:11][N+:10]=1[O-:15] |f:1.2,3.4|. Procedure details: A mixture of 4-amino-1-butanol (2.0 mL, 21.7 mmole), 2-chloropyridine-N-oxide hydrochloride (3.00 g, g, 18.0 mmole), NaHCO3 (7.56 g, 90.0 mmole), and tert-amyl alcohol (22 mL) was heated at reflux. After 24 hr, the mixture was cooled and filtered, then the filtrate was concentrated under reduced pressure. Silica gel chromatography (10% MeOH/CHCl3) gave the title compound (2.08 g, 63%) as a yellow solid: MS (ES) m/e 183 (M+H)+. Yields the product OC(CCNC1=[N+](C=CC=C1)[O-])C (2-[(3-Hydroxy-1-butyl)amino]pyridine-N-oxide). Run at time 24 hour. Starting materials: N1(CCNCC1)CCCO (1-piperazinepropanol), C(C#C)OCCN1CCNCC1 (1-(2-(2-propynyloxy)ethyl)piperazine). The product is COCCCN1CCNCC1 (1-(3-methoxypropyl)piperazine). RXN SMILES: [N:1]1([CH2:7][CH2:8][CH2:9][OH:10])[CH2:6][CH2:5][NH:4][CH2:3][CH2:2]1.[CH2:11](OCCN1CCNCC1)C#C>>[CH3:11][O:10][CH2:9][CH2:8][CH2:7][N:1]1[CH2:6][CH2:5][NH:4][CH2:3][CH2:2]1. Procedure: The title compound was prepared from 1-piperazinepropanol in the same manner as in Preparation Example 9(1) to (4). Reactants: FC1=C(C=CC(=C1C=O)F)OC(OC(C)(C)C)=O (carbonic acid tert-butyl ester 2,4-difluoro-3-formyl-phenyl ester), N1=CC(=CC=C1)C=1C=C2C(=NC1)NC=C2 (5-pyridin-3-yl-1H-pyrrolo[2,3-b]pyridine), [OH-].[K+] (potassium hydroxide), O (water). Run in CO (methanol). Run at time 8 hour. Product: FC1=C(C=CC(=C1C(C1=CNC2=NC=C(C=C21)C=2C=NC=CC2)O)F)O (2,4-difluoro-3-[hydroxy-(5-pyridin-3-yl-1H-pyrrolo[2,3-b]pyridin-3-yl)-methyl]-phenol). Reaction SMILES: [F:1][C:2]1[C:7]([CH:8]=[O:9])=[C:6]([F:10])[CH:5]=[CH:4][C:3]=1[O:11]C(=O)OC(C)(C)C.[N:19]1[CH:24]=[CH:23][CH:22]=[C:21]([C:25]2[CH:26]=[C:27]3[CH:33]=[CH:32][NH:31][C:28]3=[N:29][CH:30]=2)[CH:20]=1.[OH-].[K+].O>CO>[F:1][C:2]1[C:7]([CH:8]([OH:9])[C:33]2[C:27]3[C:28](=[N:29][CH:30]=[C:25]([C:21]4[CH:20]=[N:19][CH:24]=[CH:23][CH:22]=4)[CH:26]=3)[NH:31][CH:32]=2)=[C:6]([F:10])[CH:5]=[CH:4][C:3]=1[OH:11] |f:2.3|. Reported procedure: To carbonic acid tert-butyl ester 2,4-difluoro-3-formyl-phenyl ester (39, 0.405 g, 15.7 mmol) in methanol (36 mL), under an atmosphere of nitrogen, was added 5-pyridin-3-yl-1H-pyrrolo[2,3-b]pyridine (89, 288.0 mg, 14.8 mmol, prepared as described in Example 17) and potassium hydroxide (145.0 mg, 25.9 mmol). The reaction was stirred at room temperature overnight. Then, the reaction was poured into water, and extracted with ethyl acetate. The organic layer was washed with brine, dried over anhydro...